Dataset: the Open Reaction Database (ORD), a public repository of structured organic reaction records. Task: describe an organic reaction: reactants, conditions, products, and yield Reactants: [N+](=[N-])=CC(=O)OCC (Ethyl diazoacetate), ClC1=CC=C(C=C1)\C=C\C (E-1-(4-chlorophenyl)-1-propene). Reagents/catalysts: C(C)(=O)[O-].[Rh+3].C(C)(=O)[O-].C(C)(=O)[O-] (rhodium acetate). Run at time 60 minute. Product: ClC1=CC=C(C=C1)[C@@H]1[C@@H]([C@H]1C)C(=O)OCC (racemic ethyl (1R,2S,3S)-2-(4-chlorophenyl)-3-methyl-cyclopropanecarboxylate). The yield is 5.9%. Reaction SMILES: [N+](=[CH:3][C:4]([O:6][CH2:7][CH3:8])=[O:5])=[N-].[Cl:9][C:10]1[CH:15]=[CH:14][C:13](/[CH:16]=[CH:17]/[CH3:18])=[CH:12][CH:11]=1>C([O-])(=O)C.[Rh+3].C([O-])(=O)C.C([O-])(=O)C>[Cl:9][C:10]1[CH:15]=[CH:14][C:13]([C@H:16]2[C@H:17]([CH3:18])[C@H:3]2[C:4]([O:6][CH2:7][CH3:8])=[O:5])=[CH:12][CH:11]=1 |f:2.3.4.5|. Procedure: Ethyl diazoacetate (1.61 g, 12 mmol) was added over 90 minutes to a mixture of rhodium acetate (44 mg) in E-1-(4-chlorophenyl)-1-propene (2.243 g, 12 mmol) at 90° C. with stirring. Heating was continued for 60 minutes. On cooling the mixture was chromatographed with EtoAc/hexane to yield 170 mg of racemic ethyl (1R,2S,3S)-2-(4-chlorophenyl)-3-methyl-cyclopropanecarboxylate. (Another isomer was also isolated.) The reactants are Cl (HCl), BrC1=CC=C2CCCC(C2=C1)=NS(=O)C(C)(C)C (N-(7-Bromo-3,4-dihydronaphthalen-1(2H)-ylidene)-2-methylpropane-2-sulfinamide). Solvent: O1CCOCC1 (1,4-dioxane). Reaction conditions: time 1 hour. Product: BrC1=CC=C2CCCC(C2=C1)=N (7-Bromo-3,4-dihydronaphthalen-1(2H)-imine). RXN SMILES: Cl.[Br:2][C:3]1[CH:12]=[C:11]2[C:6]([CH2:7][CH2:8][CH2:9][C:10]2=[N:13]S(C(C)(C)C)=O)=[CH:5][CH:4]=1>O1CCOCC1>[Br:2][C:3]1[CH:12]=[C:11]2[C:6]([CH2:7][CH2:8][CH2:9][C:10]2=[NH:13])=[CH:5][CH:4]=1. Reported procedure: HCl (4M in 1,4-dioxane) (6.75 mL, 222.07 mmol) was added to a suspension of N-(7-bromo-3,4-dihydronaphthalen-1(2H)-ylidene)-2-methylpropane-2-sulfinamide (Example 51 Step 1, 7.29 g, 22.2 mmol) in anhydrous 1,4-dioxane (50 mL). The resulting mixture was stirred under a nitrogen atmosphere at r.t. for 1 h. The formed precipitate was filtered off and washed with Et2O. The solid was then dissolved in DCM and sat. aq. NaHCO3. The mixture was poured into a phase separator, the organic layer was collec... As a reaction SMILES: [CH2:26]1[O:27][CH2:28][CH2:29][O:30][CH2:31]1.[CH3:1][c:2]1[c:3]([NH2:8])[cH:4][n:5][cH:6][cH:7]1.[Cl:9][c:10]1[c:11]([C:12](=[O:13])[N:14]([CH2:15][CH3:16])[CH2:17][CH3:18])[cH:19][cH:20][cH:21][n:22]1.[H-:23].[Na+:24].[OH2:25]>>[CH3:1][c:2]1[c:3]([NH:8][c:10]2[c:11]([C:12](=[O:13])[N:14]([CH2:15][CH3:16])[CH2:17][CH3:18])[cH:19][cH:20][cH:21][n:22]2)[cH:4][n:5][cH:6][cH:7]1. Yields the product CCN(CC)C(=O)c1cccnc1Nc1cnccc1C. The reactants are C1COCCO1, Cc1ccncc1N, CCN(CC)C(=O)c1cccnc1Cl, [H-], [Na+], O. Reactants: Cl.BrC1=C2CCNCC2=C(C(=C1)[N+](=O)[O-])N (5-Bromo-7-nitro-1,2,3,4-tetrahydro-8-isoquinolinylamine monohydrochloride), C(CCC1=CC=CC=C1)=O (hydrocinnamaldehyde), [Na] (sodium), C(#N)[BH3-] (cyanoborohydride). The solvent is CO.O (MeOH H2O). Run at time 6 hour. The product is BrC1=C2CCN(CC2=C(C(=C1)[N+](=O)[O-])N)CCCC1=CC=CC=C1 (5-Bromo-1,2,3,4-tetrahydro-7-nitro-2-(3-phenylpropyl)-8-isoquinolinamine). Yield: 93.3%. RXN SMILES: Cl.[Br:2][C:3]1[CH:12]=[C:11]([N+:13]([O-:15])=[O:14])[C:10]([NH2:16])=[C:9]2[C:4]=1[CH2:5][CH2:6][NH:7][CH2:8]2.[CH:17](=O)[CH2:18][CH2:19][C:20]1[CH:25]=[CH:24][CH:23]=[CH:22][CH:21]=1.[Na].C([BH3-])#N>CO.O>[Br:2][C:3]1[CH:12]=[C:11]([N+:13]([O-:15])=[O:14])[C:10]([NH2:16])=[C:9]2[C:4]=1[CH2:5][CH2:6][N:7]([CH2:17][CH2:18][CH2:19][C:20]1[CH:25]=[CH:24][CH:23]=[CH:22][CH:21]=1)[CH2:8]2 |f:0.1,5.6,^1:26|. Procedure details: A solution of the product from Example 5 (1 g, 3.24 mmol) and hydrocinnamaldehyde (0.94 g, 7 mmol) in 2:1 MeOH/H2O (50 mL) was treated with sodium i 15 cyanoborohydride (0.56 g, 9 mmol) portionwise under nitrogen and stirred for six hours. The solvent was decanted and the semi-solid was dissolved in dichloromethane, dried over magnesium sulfate, filtered and concentrated under vacuum. The crude compound was chromatographed on silica gel (eluted with 25% ethyl acetate in hexane) to give the title... Starting materials: O=C([O-])O, ClCCl, [Na+], O=S(=O)(Cl)c1ccccc1, NCCCn1cncn1. Product: O=S(=O)(NCCCn1cncn1)c1ccccc1. RXN SMILES: [C:10](=[O:11])([OH:12])[O-:13].[Cl:25][CH2:26][Cl:27].[Na+:14].[c:15]1([S:21](=[O:22])(=[O:23])[Cl:24])[cH:16][cH:17][cH:18][cH:19][cH:20]1.[n:1]1([CH2:6][CH2:7][CH2:8][NH2:9])[n:2][cH:3][n:4][cH:5]1>>[n:1]1([CH2:6][CH2:7][CH2:8][NH:9][S:21]([c:15]2[cH:16][cH:17][cH:18][cH:19][cH:20]2)(=[O:22])=[O:23])[n:2][cH:3][n:4][cH:5]1. Procedure: The title compound was prepared in the same manner as described in example 93 using 6-chloro-N-[(4,6-dimethyl-2-oxo-1,2-dihydro-3-pyridinyl)methyl]-1-(1-methylethyl)-1H-pyrazolo[3,4-b]pyridine-4-carboxamide (80 mg, 0.21 mmol), [4-(aminocarbonyl)phenyl]boronic acid (52.9 mg, 0.31 mmol), bis(triphenylphosphine)palladium(II) chloride (8.7 mg, 0.01 mmol), DME/water (4 mL, 3:1) and sodium bicarbonate (54 mg, 0.62 mmol). The crude product was dissolved in DCM/MeOH (1:1) and preabsorbed onto silica gel... The reagents and catalysts are Cl[Pd]([P](C1=CC=CC=C1)(C2=CC=CC=C2)C3=CC=CC=C3)([P](C4=CC=CC=C4)(C5=CC=CC=C5)C6=CC=CC=C6)Cl (bis(triphenylphosphine)palladium(II) chloride). As a reaction SMILES: Cl[C:2]1[CH:3]=[C:4]([C:14]([NH:16][CH2:17][C:18]2[C:19](=[O:26])[NH:20][C:21]([CH3:25])=[CH:22][C:23]=2[CH3:24])=[O:15])[C:5]2[CH:10]=[N:9][N:8]([CH:11]([CH3:13])[CH3:12])[C:6]=2[N:7]=1.[NH2:27][C:28]([C:30]1[CH:35]=[CH:34][C:33](B(O)O)=[CH:32][CH:31]=1)=[O:29].COCCOC.O.C(=O)(O)[O-].[Na+]>C(Cl)Cl.CO.Cl[Pd](Cl)([P](C1C=CC=CC=1)(C1C=CC=CC=1)C1C=CC=CC=1)[P](C1C=CC=CC=1)(C1C=CC=CC=1)C1C=CC=CC=1>[NH2:27][C:28]([C:30]1[CH:35]=[CH:34][C:33]([C:2]2[CH:3]=[C:4]([C:14]([NH:16][CH2:17][C:18]3[C:19](=[O:26])[NH:20][C:21]([CH3:25])=[CH:22][C:23]=3[CH3:24])=[O:15])[C:5]3[CH:10]=[N:9][N:8]([CH:11]([CH3:13])[CH3:12])[C:6]=3[N:7]=2)=[CH:32][CH:31]=1)=[O:29] |f:2.3,4.5,6.7,^1:58,77|. Reactants: ClC=1C=C(C2=C(N1)N(N=C2)C(C)C)C(=O)NCC=2C(NC(=CC2C)C)=O (6-chloro-N-[(4,6-dimethyl-2-oxo-1,2-dihydro-3-pyridinyl)methyl]-1-(1-methylethyl)-1H-pyrazolo[3,4-b]pyridine-4-carboxamide), C([O-])(O)=O.[Na+] (sodium bicarbonate), NC(=O)C1=CC=C(C=C1)B(O)O ([4-(aminocarbonyl)phenyl]boronic acid), COCCOC.O (DME water), crude product. Solvent: C(Cl)Cl.CO (DCM MeOH). The product is NC(=O)C1=CC=C(C=C1)C=1C=C(C2=C(N1)N(N=C2)C(C)C)C(=O)NCC=2C(NC(=CC2C)C)=O (6-[4-(Aminocarbonyl)phenyl]-N-[(4,6-dimethyl-2-oxo-1,2-dihydro-3-pyridinyl)methyl]-1-(1-methylethyl)-1H-pyrazolo[3,4-b]pyridine-4-carboxamide).